Dataset: the Open Reaction Database (ORD), a public repository of structured organic reaction records. Task: describe an organic reaction: reactants, conditions, products, and yield The reactants are C(C)(C)(C)OC(=O)NNC(C1=CC=C(C=C1)F)=S (N′-(4-fluoro-thiobenzoyl)-hydrazinecarboxylic acid tert-butyl ester), FC(C(=O)O)(F)F (trifluoroacetic acid), C1(=CC=CC=C1)SC (thioanisole). The solvent is C(Cl)Cl (CH2Cl2). Run at time 1 hour. The product is FC(C(=O)O)(F)F.FC1=CC=C(C(=S)NN)C=C1 (4-fluoro-thiobenzoic acid hydrazide trifluoroacetic acid salt). RXN SMILES: C(OC([NH:8][NH:9][C:10](=[S:18])[C:11]1[CH:16]=[CH:15][C:14]([F:17])=[CH:13][CH:12]=1)=O)(C)(C)C.[F:19][C:20]([F:25])([F:24])[C:21]([OH:23])=[O:22].C1(SC)C=CC=CC=1>C(Cl)Cl>[F:19][C:20]([F:25])([F:24])[C:21]([OH:23])=[O:22].[F:17][C:14]1[CH:15]=[CH:16][C:11]([C:10]([NH:9][NH2:8])=[S:18])=[CH:12][CH:13]=1 |f:4.5|. Procedure: To a solution of N′-(4-fluoro-thiobenzoyl)-hydrazinecarboxylic acid tert-butyl ester (1.97 mmol) in CH2Cl2 is added trifluoroacetic acid (3 mL) and thioanisole (2.7 mmol). The mixture is stirred at room temperature for 1 hour. After evaporation of the solvent the mixture is purified by automated column chromatography (hexanes/EtOAc) to yield 4-fluoro-thiobenzoic acid hydrazide trifluoroacetic acid salt: 1H NMR (400 MHz, CDCl3) δ 9.5 (bs, 3H), 7.8-7.76 (m, 2H), 7.05 (t, J=8.4 Hz, 2H); LC/MS: (ES+... Reactants: CC(=O)Nc1ccc(C=CC(=O)O)cn1, CCN=C=NCCCN(C)C, CN(C)C=O, Cl, Cc1ccc2cccc(OCc3c(Cl)ccc(N(C)C(=O)CN)c3Cl)c2n1, O, On1nnc2ccccc21. The product is CC(=O)Nc1ccc(C=CC(=O)NCC(=O)N(C)c2ccc(Cl)c(COc3cccc4ccc(C)nc34)c2Cl)cn1. As a reaction SMILES: [C:28]([CH3:29])(=[O:30])[NH:31][c:32]1[cH:33][cH:34][c:35]([CH:38]=[CH:39][C:40](=[O:41])[OH:42])[cH:36][n:37]1.[CH2:54]([N:55]=[C:56]=[N:57][CH2:58][CH2:59][CH2:60][N:61]([CH3:62])[CH3:63])[CH3:64].[CH3:66][N:67]([CH3:68])[CH:69]=[O:70].[ClH:53].[NH2:1][CH2:2][C:3](=[O:4])[N:5]([CH3:6])[c:7]1[c:8]([Cl:27])[c:9]([CH2:10][O:11][c:12]2[cH:13][cH:14][cH:15][c:16]3[cH:17][cH:18][c:19]([CH3:22])[n:20][c:21]23)[c:23]([Cl:26])[cH:24][cH:25]1.[OH2:65].[OH:43][n:44]1[c:45]2[cH:46][cH:47][cH:48][cH:49][c:50]2[n:51][n:52]1>>[NH:1]([CH2:2][C:3](=[O:4])[N:5]([CH3:6])[c:7]1[c:8]([Cl:27])[c:9]([CH2:10][O:11][c:12]2[cH:13][cH:14][cH:15][c:16]3[cH:17][cH:18][c:19]([CH3:22])[n:20][c:21]23)[c:23]([Cl:26])[cH:24][cH:25]1)[C:40]([CH:39]=[CH:38][c:35]1[cH:34][cH:33][c:32]([NH:31][C:28]([CH3:29])=[O:30])[n:37][cH:36]1)=[O:41]. The reactants are ClC1=CC=C(C(=N1)NCC)[N+](=O)[O-] (6-chloro-N-ethyl-3-nitropyridin-2-amine), [Cl-].[NH4+] (ammonium chloride). Reagents/catalysts: [Fe] (iron). The solvent is O (H2O), C(C)O (ethanol), CCOC(=O)C (EtOAc). Conditions: temperature 140 celsius. Yields the product ClC1=CC=C(C(=N1)NCC)N (6-Chloro-N˜2˜-ethylpyridine-2,3-diamine). The yield is 99.9%. Reaction SMILES: [Cl:1][C:2]1[N:7]=[C:6]([NH:8][CH2:9][CH3:10])[C:5]([N+:11]([O-])=O)=[CH:4][CH:3]=1.[Cl-].[NH4+]>C(O)C.O.CCOC(C)=O.[Fe]>[Cl:1][C:2]1[N:7]=[C:6]([NH:8][CH2:9][CH3:10])[C:5]([NH2:11])=[CH:4][CH:3]=1 |f:1.2|. Reported procedure: To a solution of 6-chloro-N-ethyl-3-nitropyridin-2-amine (1.82 g, 9.04 mmol) in ethanol (20 mL) is added iron powder (2.52 g, 45.2 mmol) and a solution of ammonium chloride (2.42 g, 45.2 mmol) in H2O (8 mL). The mixture is heated in a microwave reactor at 140° C. for 30 min. The mixture is diluted with EtOAc, filtered and evaporated to afford the title compound as a brown oil (1.55 g, 100%) which was used in the next step without purification. The reactants are CC1=NC=C(C(=N1)N(CC1=CC=C(C=C1)C1=C(C=CC=C1)C1=NN=NN1C(C1=CC=CC=C1)(C1=CC=CC=C1)C1=CC=CC=C1)CCCC)C(=O)OCC (Ethyl 2-methyl-4-{N-butyl-N-[{2'-(N-triphenylmethyltetrazol-5-yl)biphenyl-4-yl}methyl]amino}pyrimidine-5-carboxylate), Cl (hydrochloric acid). The solvent is C(Cl)(Cl)Cl (chloroform), C(C)O (ethanol). Reaction conditions: time 2 hour. Yields the product CC1=NC=C(C(=N1)N(CC1=CC=C(C=C1)C1=C(C=CC=C1)C1=NN=NN1)CCCC)C(=O)OCC (Ethyl 2-methyl-4-{N-butyl-N-[{2'-(1H-tetrazol-5-yl)biphenyl-4-yl}methyl]amino}pyrimidine-5-carboxylate). Isolated yield 89.8%. Reaction SMILES: [CH3:1][C:2]1[N:7]=[C:6]([N:8]([CH2:46][CH2:47][CH2:48][CH3:49])[CH2:9][C:10]2[CH:15]=[CH:14][C:13]([C:16]3[CH:21]=[CH:20][CH:19]=[CH:18][C:17]=3[C:22]3[N:26](C(C4C=CC=CC=4)(C4C=CC=CC=4)C4C=CC=CC=4)[N:25]=[N:24][N:23]=3)=[CH:12][CH:11]=2)[C:5]([C:50]([O:52][CH2:53][CH3:54])=[O:51])=[CH:4][N:3]=1.Cl>C(O)C.C(Cl)(Cl)Cl>[CH3:1][C:2]1[N:7]=[C:6]([N:8]([CH2:46][CH2:47][CH2:48][CH3:49])[CH2:9][C:10]2[CH:15]=[CH:14][C:13]([C:16]3[CH:21]=[CH:20][CH:19]=[CH:18][C:17]=3[C:22]3[NH:26][N:25]=[N:24][N:23]=3)=[CH:12][CH:11]=2)[C:5]([C:50]([O:52][CH2:53][CH3:54])=[O:51])=[CH:4][N:3]=1. Reported procedure: The product of example 1B (3.5 g, 4.91 mmoles) was suspended in 50 ml of ethanol. Concentrated hydrochloric acid (2.1 ml) was added and the mixture was stirred for 11/2 hours at room temperature. The solution was concentrated under vacuum and the resulting residue was diluted with water. Potassium acetate was added in portions until the pH was neutral. Ether (5 ml) was added and the mixture was stirred. The sticky solid which formed was dissolved in chloroform. The chloroform solution was dried ... Reactants: IC=1C=CC=2N(N1)C=C(N2)NC(=O)C2CC2 (N-(6-iodoimidazo[1,2-b]pyridazin-2-yl)cyclopropanecarboxamide), NC1=C(C=C(C=C1)O)[N+](=O)[O-] (4-amino-3-nitrophenol), C([O-])([O-])=O.[K+].[K+] (potassium carbonate), CN(C=O)C (N,N-dimethylformamide). Run in O (water), O1CCCC1 (tetrahydrofuran), C(C)(=O)OCC (ethyl acetate). Run at temperature 150 celsius, time 3 hour. Yields the product NC1=C(C=C(OC=2C=CC=3N(N2)C=C(N3)NC(=O)C3CC3)C=C1)[N+](=O)[O-] (N-[6-(4-amino-3-nitrophenoxy)imidazo[1,2-b]pyridazin-2-yl]cyclopropanecarboxamide). The yield is 51.8%. Reaction SMILES: I[C:2]1[CH:3]=[CH:4][C:5]2[N:6]([CH:8]=[C:9]([NH:11][C:12]([CH:14]3[CH2:16][CH2:15]3)=[O:13])[N:10]=2)[N:7]=1.[NH2:17][C:18]1[CH:23]=[CH:22][C:21]([OH:24])=[CH:20][C:19]=1[N+:25]([O-:27])=[O:26].C(=O)([O-])[O-].[K+].[K+].CN(C)C=O>O.O1CCCC1.C(OCC)(=O)C>[NH2:17][C:18]1[CH:23]=[CH:22][C:21]([O:24][C:2]2[CH:3]=[CH:4][C:5]3[N:6]([CH:8]=[C:9]([NH:11][C:12]([CH:14]4[CH2:16][CH2:15]4)=[O:13])[N:10]=3)[N:7]=2)=[CH:20][C:19]=1[N+:25]([O-:27])=[O:26] |f:2.3.4|. Procedure details: A mixture of N-(6-iodoimidazo[1,2-b]pyridazin-2-yl)cyclopropanecarboxamide (656 mg, 2.00 mmol), 4-amino-3-nitrophenol (616 mg, 4.00 mmol), potassium carbonate (411 mg, 3.00 mmol) and N,N-dimethylformamide (6.0 mL) was stirred at 150° C. for 3 hr. After allowing the reaction mixture to cool to room temperature, ethyl acetate (100 mL), tetrahydrofuran (40 mL) and water (40 mL) were added to the mixture, and the insoluble material was filtered through celite. The organic layer was collected from th... Reactants: C1(CCCCC1)ON1C(CC(CC1(C)C)O)(C)C (1-cyclohexyloxy-4-hydroxy-2,2,6,6-tetramethylpiperidine), [H-].[Na+] (sodium hydride), C(C)(=O)OCC (ethyl acetate), CN(CCCCCCN(C1=NC(=NC(=N1)Cl)Cl)C)C1=NC(=NC(=N1)Cl)Cl (N,N'-dimethyl-N,N'-bis(2,4-dichloro-1,3,5-triazin-6-yl)-1,6-hexanediamine). Solvent: O1CCOCC1 (1,4-dioxane), O1CCOCC1 (dioxane). Run at temperature 60 celsius. Yields the product CN(CCCCCCN(C1=NC(=NC(=N1)OC1CC(N(C(C1)(C)C)OC1CCCCC1)(C)C)OC1CC(N(C(C1)(C)C)OC1CCCCC1)(C)C)C)C1=NC(=NC(=N1)OC1CC(N(C(C1)(C)C)OC1CCCCC1)(C)C)OC1CC(N(C(C1)(C)C)OC1CCCCC1)(C)C (N,N'-Dimethyl-N,N'-bis[2,4-bis(1-cyclohexyloxy-2,2,6,6-tetramethylpiperidin-4-yloxy)-1,3,5-triazin-6-yl]-1,6-hexanediamine). Isolated yield 85.0%. RXN SMILES: [CH:1]1([O:7][N:8]2[C:13]([CH3:15])([CH3:14])[CH2:12][CH:11]([OH:16])[CH2:10][C:9]2([CH3:18])[CH3:17])[CH2:6][CH2:5][CH2:4][CH2:3][CH2:2]1.[H-].[Na+].[CH3:21][N:22]([C:39]1[N:44]=[C:43](Cl)[N:42]=[C:41](Cl)[N:40]=1)[CH2:23][CH2:24][CH2:25][CH2:26][CH2:27][CH2:28][N:29]([CH3:38])[C:30]1[N:35]=[C:34](Cl)[N:33]=[C:32](Cl)[N:31]=1.C([O:50][CH2:51][CH3:52])(=O)C>O1CCOCC1>[CH3:21][N:22]([C:39]1[N:44]=[C:43]([O:16][CH:11]2[CH2:10][C:9]([CH3:18])([CH3:17])[N:8]([O:7][CH:1]3[CH2:2][CH2:3][CH2:4][CH2:5][CH2:6]3)[C:13]([CH3:14])([CH3:15])[CH2:12]2)[N:42]=[C:41]([O:16][CH:11]2[CH2:10][C:9]([CH3:18])([CH3:17])[N:8]([O:50][CH:51]3[CH2:52][CH2:3][CH2:2][CH2:1][CH2:6]3)[C:13]([CH3:14])([CH3:15])[CH2:12]2)[N:40]=1)[CH2:23][CH2:24][CH2:25][CH2:26][CH2:27][CH2:28][N:29]([CH3:38])[C:30]1[N:35]=[C:34]([O:16][CH:11]2[CH2:10][C:9]([CH3:18])([CH3:17])[N:8]([O:7][CH:1]3[CH2:2][CH2:3][CH2:4][CH2:5][CH2:6]3)[C:13]([CH3:14])([CH3:15])[CH2:12]2)[N:33]=[C:32]([O:16][CH:11]2[CH2:10][C:9]([CH3:18])([CH3:17])[N:8]([O:7][CH:1]3[CH2:2][CH2:3][CH2:4][CH2:5][CH2:6]3)[C:13]([CH3:14])([CH3:15])[CH2:12]2)[N:31]=1 |f:1.2|. Reported procedure: A mixture of 22.6 g (88.6 mmol) of 1-cyclohexyloxy-4-hydroxy-2,2,6,6-tetramethylpiperidine, 2.13 g (88.6 mmol) of sodium hydride, and 150 ml of 1,4-dioxane is heated at reflux for 2.5 hours. The reaction mixture is cooled to 60° C. and treated with a solution of 7.8 g (17.7 mmol) of N,N'-dimethyl-N,N'-bis(2,4-dichloro-1,3,5-triazin-6-yl)-1,6-hexanediamine in 50 ml of dioxane. The reaction mixture is quenched with ice. The supernatant liquid is decanted, and the residue is dissolved in ethyl acet...